Task: describe an organic reaction: reactants, conditions, products, and yield. Dataset: the Open Reaction Database (ORD), a public repository of structured organic reaction records Reactants: Cl (hydrochloric acid), CC=1C=CC(=C(C(=O)OC)C1)[N+](=O)[O-] (methyl 5-methyl-2-nitrobenzoate), [BH4-].[Na+] (sodium borohydride), CO (methanol). Run in C1CCOC1 (THF). Yields the product CC=1C(=C(CO)C=CC1)[N+](=O)[O-] (3-Methyl-2-nitrobenzylalcohol). The yield is 100.0%. RXN SMILES: C[C:2]1[CH:3]=[CH:4][C:5]([N+:12]([O-:14])=[O:13])=[C:6]([CH:11]=1)[C:7]([O:9]C)=O.[BH4-].[Na+].[CH3:17]O.Cl>C1COCC1>[CH3:17][C:4]1[C:5]([N+:12]([O-:14])=[O:13])=[C:6]([CH:11]=[CH:2][CH:3]=1)[CH2:7][OH:9] |f:1.2|. Reported procedure: To a refluxed solution of methyl 5-methyl-2-nitrobenzoate (50 g, 0.256 mol) and sodium borohydride (29 g, 0.768 mol) in THF (400 mL) was added dropwise methanol (60 mL) over 2.5 h. After the addition was completed, the mixture was refluxed for 1 h and allowed to cool at room temperature. The excess reagent was decomposed by addition of diluted hydrochloric acid (300 mL) and the mixture was extracted with ethyl acetate. The organic layer was washed with brine, dried over magnesium sulfate, and co... Reactants: C(C1=CC=CC=C1)N1CC(C(CC1)=O)(C)CC (1-Benzyl-3-ethyl-3-methyl-4-piperidinone), C1(CC1)N (cyclopropylamine), C(#N)[BH3-].[Na+] (Sodium cyanoborohydride). Run in CO (methanol). Reaction conditions: time 6 hour. Yields the product C(C1=CC=CC=C1)N1CC(C(CC1)NC1CC1)(C)CC (1-benzyl-4-cyclopropylamino-3-ethyl-3-methylpiperidine). RXN SMILES: [CH2:1]([N:8]1[CH2:13][CH2:12][C:11](=O)[C:10]([CH2:16][CH3:17])([CH3:15])[CH2:9]1)[C:2]1[CH:7]=[CH:6][CH:5]=[CH:4][CH:3]=1.[CH:18]1([NH2:21])[CH2:20][CH2:19]1.C([BH3-])#N.[Na+]>CO>[CH2:1]([N:8]1[CH2:13][CH2:12][CH:11]([NH:21][CH:18]2[CH2:20][CH2:19]2)[C:10]([CH2:16][CH3:17])([CH3:15])[CH2:9]1)[C:2]1[CH:7]=[CH:6][CH:5]=[CH:4][CH:3]=1 |f:2.3|. Procedure: 1-Benzyl-3-ethyl-3-methyl-4-piperidinone (4.2 g, 18.18 mmol) was added to the stirred solution cyclopropylamine (6.5 g, 115 mmol) in methanol (100 ml) and stirred for 6 hr. Sodium cyanoborohydride (1.14 g, 18.18 mmol) was added to it and reaction mixture was stirred for 15 hr. The reaction mixture was concentrated to dryness, triturated with water, extracted with chloroform, dried (Na2SO4) and concentrated to furnish crude 1-benzyl-4-cyclopropylamino-3-ethyl-3-methylpiperidine. Yield 4 g (88%), ... Starting materials: CN(C(=O)C1=CC=CC=C1)CC=1C=C(C=CC1)C1=CC=C(C=C1)C=C(C(=O)OCC)C(=O)OCC (diethyl 2-(3′-{[methyl-(1-phenylmethanoyl)amino]methyl}biphenyl-4-ylmethylene)malonate), C1CCOC1 (THF). The solvent is CO (methanol). Conditions: time 20 hour. The product is CN(C(=O)C1=CC=CC=C1)CC=1C=C(C=CC1)C1=CC=C(C=C1)CC(C(=O)OCC)C(=O)OCC (Diethyl 2-(3′-{[methyl-(1-phenylmethanoyl)-amino]methyl}biphenyl-4-ylmethyl)malonate). RXN SMILES: [CH3:1][N:2]([CH2:11][C:12]1[CH:13]=[C:14]([C:18]2[CH:23]=[CH:22][C:21]([CH:24]=[C:25]([C:31]([O:33][CH2:34][CH3:35])=[O:32])[C:26]([O:28][CH2:29][CH3:30])=[O:27])=[CH:20][CH:19]=2)[CH:15]=[CH:16][CH:17]=1)[C:3]([C:5]1[CH:10]=[CH:9][CH:8]=[CH:7][CH:6]=1)=[O:4].C1COCC1>CO>[CH3:1][N:2]([CH2:11][C:12]1[CH:13]=[C:14]([C:18]2[CH:19]=[CH:20][C:21]([CH2:24][CH:25]([C:31]([O:33][CH2:34][CH3:35])=[O:32])[C:26]([O:28][CH2:29][CH3:30])=[O:27])=[CH:22][CH:23]=2)[CH:15]=[CH:16][CH:17]=1)[C:3]([C:5]1[CH:6]=[CH:7][CH:8]=[CH:9][CH:10]=1)=[O:4]. Procedure: 700 mg (1.5 mmol) of diethyl 2-(3′-{[methyl-(1-phenylmethanoyl)amino]methyl}biphenyl-4-ylmethylene)malonate, 7 ml of THF and 1 ml of methanol are introduced into a three-necked flask under a stream of nitrogen. The reaction medium is degassed, 80 mg of palladium-on-charcoal (5%) are introduced and the mixture is hydrogenated under atmospheric pressure at room temperature for 20 hours. The reaction medium is filtered through Celite and evaporated. The residue obtained is purified by chromatograph... The reactants are [K+].[Br-] (KBr), C(=O)(O)[O-].[Na+] (NaHCO3), CCOCC (ether), [H-].[Na+] (sodium hydride), C1(=CC=CC=C1)[Se]Br (phenylselenium bromide), C(#N)C(C(=O)OC(CCC)O)(C)C#N (Butanediol dicyanopropionate). Solvent: CN(C=O)C (dimethyl formamide). Run at time 2 hour. Product: C1(=CC=CC=C1)[Se]C1=CC=CC=C1.C(#N)C(C(=O)OCCCCO)(C)C#N (1,4 Butanediol dicyanopropionate bis-phenylselenide). Reaction SMILES: [H-].[Na+].[C:3]([C:5]([C:15]#[N:16])([CH3:14])[C:6]([O:8][CH:9](O)[CH2:10][CH2:11][CH3:12])=[O:7])#[N:4].[C:17]1([Se:23]Br)[CH:22]=[CH:21][CH:20]=[CH:19][CH:18]=1.C([O-])(O)=[O:26].[Na+].[K+].[Br-].[CH3:32][CH2:33]OCC>CN(C)C=O>[C:17]1([Se:23][C:9]2[CH:10]=[CH:11][CH:12]=[CH:33][CH:32]=2)[CH:22]=[CH:21][CH:20]=[CH:19][CH:18]=1.[C:3]([C:5]([C:15]#[N:16])([CH3:14])[C:6]([O:8][CH2:9][CH2:10][CH2:11][CH2:12][OH:26])=[O:7])#[N:4] |f:0.1,4.5,6.7,10.11|. Procedure details: To a 500 ml 4-neck flask, equipped with a condenser, mechanical stirrer, thermometer, rubber septum, and nitrogen inlet was added sodium hydride (2.7 g, 105 mmol) and anhydrous dimethyl formamide (200 ml) under nitrogen. Butanediol dicyanopropionate (10 g, 40 mmol) was added over 10 min. at room temperature, and the reaction mixture was stirred for 2 hours. The previously prepared phenylselenium bromide solution was added by syringe and the reaction mixture was stirred for 2.5 hours. The reactio... Starting materials: [Mn](=O)(=O)(=O)[O-].[K+] (potassium permanganate), COC1=CC=C(C=2OC3=C(C=CC=C3C(C2C)=O)C=CC)C=C1 (4'-Methoxy-3-methyl-8-propenylflavone), C(C)(=O)O (acetic acid), S([O-])(O)=O.[Na+] (sodium bisulfite). Conditions: time 8 hour. The product is COC1=CC=C(C=2OC3=C(C=CC=C3C(C2C)=O)C(=O)O)C=C1 (4'-methoxy-3-methylflavone-8-carboxylic acid). As a reaction SMILES: [CH3:1][O:2][C:3]1[CH:23]=[CH:22][C:6]([C:7]2[O:8][C:9]3[C:14]([C:15](=[O:18])[C:16]=2[CH3:17])=[CH:13][CH:12]=[CH:11]C=3C=CC)=[CH:5][CH:4]=1.[Mn]([O-])(=O)(=O)=O.[K+].S(=O)(O)[O-].[Na+].[C:35]([OH:38])(=[O:37])[CH3:36]>>[CH3:1][O:2][C:3]1[CH:4]=[CH:5][C:6]([C:7]2[O:8][C:9]3[C:14]([C:15](=[O:18])[C:16]=2[CH3:17])=[CH:13][CH:12]=[CH:11][C:36]=3[C:35]([OH:38])=[O:37])=[CH:22][CH:23]=1 |f:1.2,3.4|. Reported procedure: 4'-Methoxy-3-methyl-8-propenylflavone (3 grams) is dissolved in 35 ml of glacial acetic acid, small amount of ice is added thereto, 6.8 grams of potassium permanganate is added thereto during eight hours keeping the solution at 20° to 30° C. and stirring throughout, then aqueous solution of sodium bisulfite is added thereto keeping the solution at 30° to 40° C., and the mixture is stirred for one hour. Crystals separated out therefrom are collected by filtration, washed with water, then dissolve... Reactants: BrN1C(CCC1=O)=O (1-Bromo-2,5-pyrrolidinedione), ClC=1C=C2C(=C(N(C2=CC1)CC(=O)O)C)C1=CC=NC2=CC(=CC=C12)Cl ([5-chloro-3-(7-chloroquinolin-4-yl)-2-methyl-1H-indol-1-yl]acetic acid), N1CCCC1 (Pyrrolidine). Solvent: CN(C)C=O (DMF). Run at time 10 minute. Yields the product ClC=1C=C2C(=C(N(C2=CC1)CC(=O)O)CN1CCCC1)C1=CC=NC=2CC(=CCC12)Cl (5-Chloro-3-(7-chloro-5,8-dihydro-4-quinolinyl)-2-(1-pyrrolidinylmethyl)-1H-indole-1-acetic acid). Isolated yield 19.7%. RXN SMILES: Br[N:2]1[C:6](=O)[CH2:5][CH2:4][C:3]1=O.[Cl:9][C:10]1[CH:11]=[C:12]2[C:16](=[CH:17][CH:18]=1)[N:15]([CH2:19][C:20]([OH:22])=[O:21])[C:14]([CH3:23])=[C:13]2[C:24]1[C:33]2[C:28](=[CH:29][C:30]([Cl:34])=[CH:31][CH:32]=2)[N:27]=[CH:26][CH:25]=1.N1CCCC1>CN(C=O)C>[Cl:9][C:10]1[CH:11]=[C:12]2[C:16](=[CH:17][CH:18]=1)[N:15]([CH2:19][C:20]([OH:22])=[O:21])[C:14]([CH2:23][N:2]1[CH2:6][CH2:5][CH2:4][CH2:3]1)=[C:13]2[C:24]1[C:33]2[CH2:32][CH:31]=[C:30]([Cl:34])[CH2:29][C:28]=2[N:27]=[CH:26][CH:25]=1. Procedure: 1-Bromo-2,5-pyrrolidinedione (165 mg) was added to a solution of the product from Example 27 (0.3 g) in DMF (3 ml), and the solution stirred for 10 min. Pyrrolidine (0.5 ml) was then added and the mixture stirred for a further 30 min. The solvents were evaporated in vacuo and the residue purified by reverse phase HPLC. After evaporation in vacuo the oily residue was treated with ether to give a solid which was filtered off and dried to yield the title compound as a white solid (70 mg). Starting materials: II (iodine), [Si](C)(C)(C(C)(C)C)OCCOCN1C(=S)NC(=O)C=C1C1=CC=CC=C1 (1-[(2-t-butyldimethylsilyloxyethoxy)methyl]-6-phenylthiouracil), [Li]N1C(CCCC1(C)C)(C)C (lithium tetramethylpiperidide), C([O-])(O)=O.[Na+] (sodium bicarbonate). Run in C(C)(=O)O (acetic acid), O1CCCC1 (tetrahydrofuran), C(Cl)(Cl)Cl (chloroform), O1CCCC1 (tetrahydrofuran). Run at temperature -70 celsius. Yields the product [Si](C)(C)(C(C)(C)C)OCCOCN1C(=S)NC(=O)C(=C1C1=CC=CC=C1)I (1-[(2-t-butyldimethylsilyloxyethoxy)methyl]-5-iodo-6-phenylthiouracil). The yield is 23.6%. RXN SMILES: [Si:1]([O:8][CH2:9][CH2:10][O:11][CH2:12][N:13]1[C:20]([C:21]2[CH:26]=[CH:25][CH:24]=[CH:23][CH:22]=2)=[CH:19][C:17](=[O:18])[NH:16][C:14]1=[S:15])([C:4]([CH3:7])([CH3:6])[CH3:5])([CH3:3])[CH3:2].[Li]N1C(C)(C)CCCC1(C)C.[I:38]I.C(=O)(O)[O-].[Na+]>O1CCCC1.C(Cl)(Cl)Cl.C(O)(=O)C>[Si:1]([O:8][CH2:9][CH2:10][O:11][CH2:12][N:13]1[C:20]([C:21]2[CH:22]=[CH:23][CH:24]=[CH:25][CH:26]=2)=[C:19]([I:38])[C:17](=[O:18])[NH:16][C:14]1=[S:15])([C:4]([CH3:7])([CH3:5])[CH3:6])([CH3:3])[CH3:2] |f:3.4|. Reported procedure: After cooling 35 ml of tetradydrofuran to -70° C., 2.1 g (15 mmol) of 2,2,6,6-tetramethylpiperidine and 15 mmol of n-butyl lithium were successively added thereto to obtain a lithium tetramethylpiperidide solution. Separately, 2.04 g (15 mmol) of 1-[(2-t-butyldimethylsilyloxyethoxy)methyl]-6-phenylthiouracil was dissolved in 20 ml of tetrahydrofuran and added dropwise to the said lithium tetramethylpiperidide solution to react for an hour at -70° C. Then, a solution of 3.81 g (15 mmol) of iodine... The reactants are C1CCOC1, N#CCCl, c1ccc2c(N3CCNCC3)ncnc2c1. Product: N#CCN1CCN(c2ncnc3ccccc23)CC1. As a reaction SMILES: [CH2:21]1[O:22][CH2:23][CH2:24][CH2:25]1.[Cl:17][CH2:18][C:19]#[N:20].[N:1]1([c:7]2[n:8][cH:9][n:10][c:11]3[cH:12][cH:13][cH:14][cH:15][c:16]23)[CH2:2][CH2:3][NH:4][CH2:5][CH2:6]1>>[N:1]1([c:7]2[n:8][cH:9][n:10][c:11]3[cH:12][cH:13][cH:14][cH:15][c:16]23)[CH2:2][CH2:3][N:4]([CH2:18][C:19]#[N:20])[CH2:5][CH2:6]1.